This data is from the Open Reaction Database (ORD), a public repository of structured organic reaction records. The task is: describe an organic reaction: reactants, conditions, products, and yield The reactants are C(C)N(C1=CC=CC=C1)CC (N,N-diethylaniline), ClC1=CC(=C(C=C1OCC#C)C=1C(C=C(N(C1)C)C(F)(F)F)=O)F (5-(4-chloro-2-fluoro-5-propargyloxyphenyl)-1-methyl-2-trifluoromethyl-4(1H)-pyridone), [F-].[Cs+] (cesium fluoride). Run in O (water). Conditions: temperature 190 celsius, time 2.5 hour. The product is ClC1=CC(=C(C=2C=C(OC21)C)C=2C(C=C(N(C2)C)C(F)(F)F)=O)F (5-(7-chloro-5-fluoro-2-methylbenzofuran-4-yl)-1-methyl-2-trifluoromethyl-4(1H)-pyridone). Isolated yield 75.0%. RXN SMILES: [CH2:1](N(CC)C1C=CC=CC=1)C.[Cl:12][C:13]1[C:18]([O:19][CH2:20][C:21]#C)=[CH:17][C:16]([C:23]2[C:24](=[O:34])[CH:25]=[C:26]([C:30]([F:33])([F:32])[F:31])[N:27]([CH3:29])[CH:28]=2)=[C:15]([F:35])[CH:14]=1.[F-].[Cs+]>O>[Cl:12][C:13]1[C:18]2[O:19][C:20]([CH3:21])=[CH:1][C:17]=2[C:16]([C:23]2[C:24](=[O:34])[CH:25]=[C:26]([C:30]([F:31])([F:33])[F:32])[N:27]([CH3:29])[CH:28]=2)=[C:15]([F:35])[CH:14]=1 |f:2.3|. Procedure details: To 50 ml of N,N-diethylaniline, 0.64 g (1.8 mmol) of 5-(4-chloro-2-fluoro-5-propargyloxyphenyl)-1-methyl-2-trifluoromethyl-4(1H)-pyridone and 0.56 g (3.7 mmol) of cesium fluoride were added, and the mixture was stirred at from 180 to 200° C. for 2.5 hours. This reaction solution was poured into water and extracted with ethyl acetate. After washing with concentrated hydrochloric acid, water and an aqueous sodium hydrogencarbonate solution, the organic layer was dried over anhydrous magnesium sulf... The reactants are FC1=CC=C(C=NO)C=C1 (4-fluorobenzaldehyde oxime), ClN1C(CCC1=O)=O (N-chlorosuccinimide). Solvent: CN(C)C=O (DMF), C(C)(=O)OCC (ethyl acetate). Reaction conditions: temperature 50 celsius. Yields the product FC1=CC=C(C=C1)C(=NO)Cl (4-fluoro-N-hydroxybenzenecarboximidoyl chloride). RXN SMILES: [F:1][C:2]1[CH:10]=[CH:9][C:5]([CH:6]=[N:7][OH:8])=[CH:4][CH:3]=1.[Cl:11]N1C(=O)CCC1=O>CN(C=O)C.C(OCC)(=O)C>[F:1][C:2]1[CH:10]=[CH:9][C:5]([C:6]([Cl:11])=[N:7][OH:8])=[CH:4][CH:3]=1. Procedure details: A solution of 4-fluorobenzaldehyde oxime (222 mg, 1.60 mmol) dissolved in 3 mL of DMF was treated with N-chlorosuccinimide (212 mg, 1.60 mmol) and the reaction mixture was heated at 50° C. for 3 hours. The reaction mixture was diluted with 25 mL of ethyl acetate and then washed with H2O (4×20 mL). The organic portion was washed with brine, dried over Na2SO4, filtered and concentrated to give 4-fluoro-N-hydroxybenzenecarboximidoyl chloride as a white solid. The material was dissolved in 10 mL of ... Starting materials: NCC=1C=C(C=CC1)NC1=NNC2=NC=NC(=C21)NC2=CC(=CC=C2)Cl (3-(3aminomethyl-phenylamino)-4-(3chloro-phenylamino)-1H-pyrazoio[3,4-d]pyrimidine), Boc-glycine hydroxysuccinimide ester, C1CCOC1 (THF). Run in C(C)OCC (diethyl ether). Conditions: temperature 20 celsius, time 1.5 hour. Yields the product ClC=1C=C(C=CC1)NC1=C2C(=NC=N1)NN=C2 (4-(3-chloro-phenylamino)-1H-pyrazolo[3,4-d]pyrimidine). RXN SMILES: NCC1C=C(N[C:10]2[C:18]3[C:13](=[N:14][CH:15]=[N:16][C:17]=3[NH:19][C:20]3[CH:25]=[CH:24][CH:23]=[C:22]([Cl:26])[CH:21]=3)[NH:12][N:11]=2)C=CC=1.C1COCC1>C(OCC)C>[Cl:26][C:22]1[CH:21]=[C:20]([NH:19][C:17]2[N:16]=[CH:15][N:14]=[C:13]3[NH:12][N:11]=[CH:10][C:18]=23)[CH:25]=[CH:24][CH:23]=1. Procedure: A mixture of 300 mg (0.805 mmol) of 3-(3aminomethyl-phenylamino)-4-(3chloro-phenylamino)-1H-pyrazoio[3,4-d]pyrimidine (water content: 1.79%; see Step 90.5), 230 mg (0.845 mmol) of Boc-glycine hydroxysuccinimide ester (Fluka) and 5 ml of THF is stirred at 20° C. for 1.5 hours. The addition of 5 ml of diethyl ether to the reaction mixture, filtration and washing the filter residue with diethyl ether yield 3-13-(N-{N-tert-butyloxy-carbonyl-glycyl}aminomethyl)-phenylamino]4-(3-chloro-phenylamino)-1H... The reactants are 1,4-benzodioxa-6-amine, methyl ester, C(C(=O)C)(=O)OC (methyl pyruvate), COC([C@@H](NC1=CC2=C(C=C1)OCCO2)C)=O (N-(3,4-ethylenedioxyphenyl)alanine methyl ester). The solvent is C(C(C)C)O (iso-butanol). Yields the product C(C(C)C)OC([C@@H](NC1=CC2=C(C=C1)OCCO2)C)=O (N-(3,4-ethylenedioxyphenyl)alanine iso-butyl ester). RXN SMILES: [C:1](OC)(=O)[C:2]([CH3:4])=O.[CH3:8][O:9][C:10](=[O:24])[C@H:11]([CH3:23])[NH:12][C:13]1[CH:18]=[CH:17][C:16]2[O:19][CH2:20][CH2:21][O:22][C:15]=2[CH:14]=1>C(O)C(C)C>[CH2:8]([O:9][C:10](=[O:24])[C@H:11]([CH3:23])[NH:12][C:13]1[CH:18]=[CH:17][C:16]2[O:19][CH2:20][CH2:21][O:22][C:15]=2[CH:14]=1)[CH:2]([CH3:4])[CH3:1]. Procedure: Following reductive amination General Procedure AA above and using 1,4-benzodioxa-6-amine (Aldrich) and methyl pyruvate (Aldrich), N-(3,4-ethylenedioxyphenyl)alanine methyl ester was prepared. The methyl ester was then transesterified following General Procedure AQ above using iso-butanol to provide the title compound. Purification was by preparative plate chromatography.